Dataset: the Open Reaction Database (ORD), a public repository of structured organic reaction records. Task: describe an organic reaction: reactants, conditions, products, and yield Procedure: 1.7 g (3 mmol) of 4-[(4E)-3-{3,5-difluoro-4-[(triisopropylsilyl)oxy]benzyl}-5-(2-hydroxyphenyl)pent-4-en-1-yl]benzonitrile in 35 ml of acetonitrile are mixed with 627 mg (4.5 mmol) of potassium carbonate and 1 g (4.5 mmol) of 4-tert-butylbenzyl bromide and stirred under reflux for 12 hours. The solvent is stripped off in vacuo, and the residue is taken up in ethyl acetate. The organic phase is washed once with sodium bicarbonate solution and once with sodium chloride solution, dried over sodium ... The product is C(C)(C)(C)C1=CC=C(COC2=C(C=CC=C2)/C=C/C(CCC2=CC=C(C#N)C=C2)CC2=CC(=C(C(=C2)F)O[Si](C(C)C)(C(C)C)C(C)C)F)C=C1 (E-4-[5-[2-(4-tert-Butylbenzyloxy)phenyl]-3-(3,5-difluoro-4-triisopropylsilanyloxybenzyl)pent-4-enyl]benzonitrile). Starting materials: FC=1C=C(CC(CCC2=CC=C(C#N)C=C2)\C=C\C2=C(C=CC=C2)O)C=C(C1O[Si](C(C)C)(C(C)C)C(C)C)F (4-[(4E)-3-{3,5-difluoro-4-[(triisopropylsilyl)oxy]benzyl}-5-(2-hydroxyphenyl)pent-4-en-1-yl]benzonitrile), C([O-])([O-])=O.[K+].[K+] (potassium carbonate), C(C)(C)(C)C1=CC=C(CBr)C=C1 (4-tert-butylbenzyl bromide). As a reaction SMILES: [F:1][C:2]1[CH:3]=[C:4]([CH:26]=[C:27]([F:40])[C:28]=1[O:29][Si:30]([CH:37]([CH3:39])[CH3:38])([CH:34]([CH3:36])[CH3:35])[CH:31]([CH3:33])[CH3:32])[CH2:5][CH:6](/[CH:17]=[CH:18]/[C:19]1[CH:24]=[CH:23][CH:22]=[CH:21][C:20]=1[OH:25])[CH2:7][CH2:8][C:9]1[CH:16]=[CH:15][C:12]([C:13]#[N:14])=[CH:11][CH:10]=1.C(=O)([O-])[O-].[K+].[K+].[C:47]([C:51]1[CH:58]=[CH:57][C:54]([CH2:55]Br)=[CH:53][CH:52]=1)([CH3:50])([CH3:49])[CH3:48]>C(#N)C.C(OCC)(=O)C>[C:47]([C:51]1[CH:52]=[CH:53][C:54]([CH2:55][O:25][C:20]2[CH:21]=[CH:22][CH:23]=[CH:24][C:19]=2/[CH:18]=[CH:17]/[CH:6]([CH2:5][C:4]2[CH:26]=[C:27]([F:40])[C:28]([O:29][Si:30]([CH:37]([CH3:39])[CH3:38])([CH:34]([CH3:36])[CH3:35])[CH:31]([CH3:32])[CH3:33])=[C:2]([F:1])[CH:3]=2)[CH2:7][CH2:8][C:9]2[CH:10]=[CH:11][C:12]([C:13]#[N:14])=[CH:15][CH:16]=2)=[CH:57][CH:58]=1)([CH3:50])([CH3:48])[CH3:49] |f:1.2.3|. Run in C(C)#N (acetonitrile), C(C)(=O)OCC (ethyl acetate). The reactants are Cl, O=N[O-], CCc1ccc(C2CC(c3nc(N)no3)CN(C(=O)N3CCC(O)CC3)C2)cc1, [Na+], O. Product: CCc1ccc(C2CC(c3nc(Cl)no3)CN(C(=O)N3CCC(O)CC3)C2)cc1. Reaction SMILES: [ClH:34].[N:1]([O-:2])=[O:3].[NH2:5][c:6]1[n:7][o:8][c:9]([CH:11]2[CH2:12][N:13]([C:25](=[O:26])[N:27]3[CH2:28][CH2:29][CH:30]([OH:33])[CH2:31][CH2:32]3)[CH2:14][CH:15]([c:17]3[cH:18][cH:19][c:20]([CH2:23][CH3:24])[cH:21][cH:22]3)[CH2:16]2)[n:10]1.[Na+:4].[OH2:35]>>[c:6]1([Cl:34])[n:7][o:8][c:9]([CH:11]2[CH2:12][N:13]([C:25](=[O:26])[N:27]3[CH2:28][CH2:29][CH:30]([OH:33])[CH2:31][CH2:32]3)[CH2:14][CH:15]([c:17]3[cH:18][cH:19][c:20]([CH2:23][CH3:24])[cH:21][cH:22]3)[CH2:16]2)[n:10]1. Reactants: 50g, CNCCO (2-methylaminoethanol), CC1=CCC(CC1)C(CC=O)C (3-(4-methyl-3-cyclohexenyl)butyraldehyde), 25g. Product: CN(CCC(C)C1CC=C(CC1)C)CCO (N-Methyl-N-(2-hydroxyethyl)-N-[3-(4-methyl-3-cyclohexenyl)-butyl]amine). As a reaction SMILES: [CH3:1][C:2]1[CH2:7][CH2:6][CH:5]([CH:8]([CH3:12])[CH2:9][CH:10]=O)[CH2:4][CH:3]=1.[CH3:13][NH:14][CH2:15][CH2:16][OH:17]>>[CH3:13][N:14]([CH2:15][CH2:16][OH:17])[CH2:10][CH2:9][CH:8]([CH:5]1[CH2:6][CH2:7][C:2]([CH3:1])=[CH:3][CH2:4]1)[CH3:12]. Procedure details: The procedure of Example 1 was followed using 50g (0.3 mole) of 3-(4-methyl-3-cyclohexenyl)butyraldehyde and 25g (0.33 mole) of 2-methylaminoethanol. Obtained following distillation was 27g of pure N-methyl-N-(2-hydroxyethyl)-N-[3 . . . butyl]amine as a clear, colorless liquid; bp 104°-106° (0.1mm); ir (τ max. film) 3.0 (m), 3.5 (s), 6.9 (s), 9.6 (s), 12.5 (m) microns; nmr (δ CDCl3) 5.38 (m, 1H), 3.8 (broad m, 1H) 3.6 (m, 2H), 2.5 (m, 4H), 2.2 (s, 3H), 2.1 to 0.8 (m, 16H) ppm; ms (molecular ion)... The reactants are C(C1=CC=CC=C1)N1C(CCCC1)CBr ((RS)-1-Benzyl-2-bromomethylpiperidine), O (water), [C-]#N.[Na+] (sodium cyanide). Run in CS(=O)C (dimethylsulphoxide). Run at temperature 85 celsius, time 18 hour. Yields the product diethyl ether petroleum ether, C(C1=CC=CC=C1)N1C(CCCC1)CC#N ((RS)-1-Benzyl-2-cyanomethylpiperidine). RXN SMILES: [CH2:1]([N:8]1[CH2:13][CH2:12][CH2:11][CH2:10][CH:9]1[CH2:14]Br)[C:2]1[CH:7]=[CH:6][CH:5]=[CH:4][CH:3]=1.[C-:16]#[N:17].[Na+].O>CS(C)=O>[CH2:1]([N:8]1[CH2:13][CH2:12][CH2:11][CH2:10][CH:9]1[CH2:14][C:16]#[N:17])[C:2]1[CH:7]=[CH:6][CH:5]=[CH:4][CH:3]=1 |f:1.2|. Reported procedure: (RS)-1-Benzyl-2-bromomethylpiperidine, D31 (4.2 g) was dissolved in dry dimethylsulphoxide (15 ml) and treated with sodium cyanide (5.0 g). The solution was then stirred at 85° C. under argon for 18 h. The reaction solution was then poured into water (300 ml) and extracted with dichloromethane (2×200 ml). The organic solution was dried (MgSO4) and the solvent removed in vacuo. Chromatography (silica gel, diethyl ether/petroleum ether mixtures) afforded the title compound (3.3 g). The reactants are [OH-].[Li+] (lithium hydroxide), ClC1=CC=2N(C(=N1)SC)C=C(N2)COC2=CC=CC=C2 (7-chloro-5-methylsulfanyl-2-phenoxymethyl-imidazo[1,2-c]pyrimidine). Solvent: O (H2O), C1CCOC1 (THF), C(Cl)Cl (DCM). Conditions: temperature 50 celsius, time 4 hour. The product is ClC1=CC=2N(C(N1)=O)C=C(N2)COC2=CC=CC=C2 (7-chloro-2-phenoxymethyl-6H-imidazo[1,2-c]pyrimidin-5-one). Isolated yield 98.2%. As a reaction SMILES: [OH-:1].[Li+].[Cl:3][C:4]1[N:9]=[C:8](SC)[N:7]2[CH:12]=[C:13]([CH2:15][O:16][C:17]3[CH:22]=[CH:21][CH:20]=[CH:19][CH:18]=3)[N:14]=[C:6]2[CH:5]=1>O.C1COCC1.C(Cl)Cl>[Cl:3][C:4]1[NH:9][C:8](=[O:1])[N:7]2[CH:12]=[C:13]([CH2:15][O:16][C:17]3[CH:22]=[CH:21][CH:20]=[CH:19][CH:18]=3)[N:14]=[C:6]2[CH:5]=1 |f:0.1|. Procedure: A solution of lithium hydroxide (66 mg, 2.75 mmol) in H2O (10 mL) was added to a solution of 7-chloro-5-methylsulfanyl-2-phenoxymethyl-imidazo[1,2-c]pyrimidine (0.70 g, 2.29 mmol) in THF (10 mL). The mixture was stirred at 50° C. for 4 hours and then diluted with DCM. The organic layer was separated, dried (Na2SO4), filtered and the solvents evaporated in vacuo to yield 7-chloro-2-phenoxymethyl-6H-imidazo[1,2-c]pyrimidin-5-one (0.62 g, 98% yield) as a white solid that was used in the next step w... Reactants: C12C3C(C(CC1)CC2)C(=O)OC3=O (bicyclo[2.2.2]octane-2,3-dicarboxylic anhydride), N (ammonia), O (water), resultant mixture. Solvent: O1CCCC1 (tetrahydrofuran). Product: C12C3C(C(CC1)CC2)C(NC3=O)=O (Bicyclo[2.2.2]octane-2,3-dicarboximide). RXN SMILES: [CH:1]12[CH2:8][CH2:7][CH:4]([CH2:5][CH2:6]1)[CH:3]1[C:9](O[C:12](=[O:13])[CH:2]21)=[O:10].[NH3:14].O>O1CCCC1>[CH:1]12[CH2:8][CH2:7][CH:4]([CH2:5][CH2:6]1)[CH:3]1[C:9](=[O:10])[NH:14][C:12](=[O:13])[CH:2]21. Reported procedure: A solution of bicyclo[2.2.2]octane-2,3-dicarboxylic anhydride (3 g; 16.6 mmol) in tetrahydrofuran (9 ml) was dropwise added to a mixture of 29% aqueous ammonia (6 g; 83 mmol) and water (18 ml) while ice-cooling, and the resultant mixture was heated. After removal of the solvent by distillation under an ordinary pressure, acetic anhydride (10 ml) was added thereto, followed by refluxing for 30 minutes. The solvent was removed by distillation under reduced pressure, and the residue was combined wi... Yields the product Cc1ccc2c(c1)c1c(n2CCc2ccc(=O)[nH]c2)CCN(C)C1. Reaction SMILES: [CH3:1][N:2]1[CH2:3][c:4]2[c:5]([nH:6][c:7]3[cH:8][cH:9][c:10]([CH3:13])[cH:11][c:12]23)[CH2:14][CH2:15]1.[CH3:27][N:28]1[CH2:29][CH2:30][CH2:31][C:32]1=[O:33].[CH:16](=[CH2:17])[c:18]1[cH:19][cH:20][c:21](=[O:24])[nH:22][cH:23]1.[K+:26].[OH-:25]>>[CH3:1][N:2]1[CH2:3][c:4]2[c:5]([n:6]([CH2:17][CH2:16][c:18]3[cH:19][cH:20][c:21](=[O:24])[nH:22][cH:23]3)[c:7]3[cH:8][cH:9][c:10]([CH3:13])[cH:11][c:12]23)[CH2:14][CH2:15]1. The reactants are Cc1ccc2[nH]c3c(c2c1)CN(C)CC3, CN1CCCC1=O, C=Cc1ccc(=O)[nH]c1, [K+], [OH-].